Dataset: the Open Reaction Database (ORD), a public repository of structured organic reaction records. Task: describe an organic reaction: reactants, conditions, products, and yield Reactants: C=CCOC(=O)Cl, ClCCl, O=C(O)C1CCNCC1, [Na+], [OH-]. The product is C=CCOC(=O)N1CCC(C(=O)O)CC1. Reaction SMILES: [CH2:12]([CH:13]=[CH2:14])[O:15][C:16](=[O:17])[Cl:18].[Cl:19][CH2:20][Cl:21].[NH:1]1[CH2:2][CH2:3][CH:4]([C:7](=[O:8])[OH:9])[CH2:5][CH2:6]1.[Na+:11].[OH-:10]>>[N:1]1([C:16]([O:15][CH2:12][CH:13]=[CH2:14])=[O:17])[CH2:2][CH2:3][CH:4]([C:7](=[O:8])[OH:9])[CH2:5][CH2:6]1. Reactants: C(C)C1(COC1)COC(\C=C\C(=O)OCC1(COC1)CC)=O (fumaric acid-bis-[(3-ethyloxetan-3-yl)methyl]ester), SCCC[Si](OCC)(OCC)OCC (3-mercaptopropyltriethoxysilane). The reagents and catalysts are C(C1=CC=CC=C1)(=O)OOC(C1=CC=CC=C1)=O (dibenzoyl peroxide). Run in C1(=CC=CC=C1)C (toluene). Product: C(C)C1(COC1)COC(C(CC(=O)OCC1(COC1)CC)SCCC[Si](OCC)(OCC)OCC)=O (2-(3-triethoxysilylpropylthio) succinic acid-bis-[(3-ethyloxetan-3-yl)-methyl]ester). The yield is 68.8%. As a reaction SMILES: [CH2:1]([C:3]1([CH2:7][O:8][C:9](=[O:22])/[CH:10]=[CH:11]/[C:12]([O:14][CH2:15][C:16]2([CH2:20][CH3:21])[CH2:19][O:18][CH2:17]2)=[O:13])[CH2:6][O:5][CH2:4]1)[CH3:2].[SH:23][CH2:24][CH2:25][CH2:26][Si:27]([O:34][CH2:35][CH3:36])([O:31][CH2:32][CH3:33])[O:28][CH2:29][CH3:30]>C1(C)C=CC=CC=1.C(OOC(=O)C1C=CC=CC=1)(=O)C1C=CC=CC=1>[CH2:20]([C:16]1([CH2:15][O:14][C:12](=[O:13])[CH:11]([S:23][CH2:24][CH2:25][CH2:26][Si:27]([O:34][CH2:35][CH3:36])([O:28][CH2:29][CH3:30])[O:31][CH2:32][CH3:33])[CH2:10][C:9]([O:8][CH2:7][C:3]2([CH2:1][CH3:2])[CH2:6][O:5][CH2:4]2)=[O:22])[CH2:17][O:18][CH2:19]1)[CH3:21]. Procedure: 8.4 g (26.9 mmol) of fumaric acid-bis-[(3-ethyloxetan-3-yl)methyl]ester, 5.3 g (26.9 mmol) of 3-mercaptopropyltriethoxysilane and 0.33 g (1.3 mmol) of dibenzoyl peroxide were stirred for 5 hours in 20 ml of toluene at 100° C. When the solvent was distilled off, a white deposit precipitated which produced 10.2 g (70% yield) of (10) after filtering off and drying. Reactants: Br, COc1ccc(C=O)cn1. Yields the product O=Cc1ccc(=O)[nH]c1. As a reaction SMILES: [BrH:11].[CH3:1][O:2][c:3]1[cH:4][cH:5][c:6]([CH:9]=[O:10])[cH:7][n:8]1>>[O:2]=[c:3]1[cH:4][cH:5][c:6]([CH:9]=[O:10])[cH:7][nH:8]1.